Task: describe an organic reaction: reactants, conditions, products, and yield. Dataset: the Open Reaction Database (ORD), a public repository of structured organic reaction records Reactants: CC(=O)Cl, COc1ccc2c(c1)C(C)CCC2, Cl[Al](Cl)Cl, ClCCCl, Cl. The product is COc1cc2c(cc1C(C)=O)CCCC2C. As a reaction SMILES: [CH3:18][C:19]([Cl:20])=[O:21].[CH3:1][O:2][c:3]1[cH:4][cH:5][c:6]2[c:11]([cH:12]1)[CH:10]([CH3:13])[CH2:9][CH2:8][CH2:7]2.[Cl:14][Al:15]([Cl:16])[Cl:17].[Cl:23][CH2:24][CH2:25][Cl:26].[ClH:22]>>[CH3:1][O:2][c:3]1[c:4]([C:19]([CH3:18])=[O:21])[cH:5][c:6]2[c:11]([cH:12]1)[CH:10]([CH3:13])[CH2:9][CH2:8][CH2:7]2. The reactants are 186g, B(O)(O)O (boric acid), 990g, C(C1=CC=CC=C1)O (benzyl alcohol). Run in O.C(C1=CC=CC=C1)O (water benzyl alcohol). Conditions: temperature 70 celsius. The product is B(OCC1=CC=CC=C1)(OCC1=CC=CC=C1)OCC1=CC=CC=C1 (Tribenzyl borate). As a reaction SMILES: [B:1]([OH:4])([OH:3])[OH:2].[CH2:5](O)[C:6]1[CH:11]=[CH:10][CH:9]=[CH:8][CH:7]=1>O.C(O)C1C=CC=CC=1>[B:1]([O:4][CH2:5][C:6]1[CH:11]=[CH:10][CH:9]=[CH:8][CH:7]=1)([O:3][CH2:5][C:6]1[CH:11]=[CH:10][CH:9]=[CH:8][CH:7]=1)[O:2][CH2:5][C:6]1[CH:11]=[CH:10][CH:9]=[CH:8][CH:7]=1 |f:2.3|. Procedure details: A mixture of 186g of boric acid and 990g of benzyl alcohol was heated at 70° C. During the reaction 180ml of a water/benzyl alcohol azeotrope were distilled over. The residue was distilled under a pressure of 0.5-10mm Hg and in this manner 950g of the title compound were obtained as a clear liquid.